From a dataset of the Open Reaction Database (ORD), a public repository of structured organic reaction records. describe an organic reaction: reactants, conditions, products, and yield Starting materials: [N+](=O)([O-])C1=C(C(=O)OC)C=CC=C1C (methyl 2-nitro-3-methylbenzoate), C(C1=CC=CC=C1)S (benzyl mercaptan), CC(C)([O-])C.[K+] (potassium tert-butoxide). Solvent: CN(C=O)C (dimethyl formamide), CN(C=O)C (dimethyl formamide). Reaction conditions: temperature 0 celsius, time 1.5 hour. The product is C(C1=CC=CC=C1)SC1=C(C(=O)OC)C=CC=C1C (methyl 2-benzylthio-3-methylbenzoate). Isolated yield 76.7%. Reaction SMILES: [N+]([C:4]1[C:13]([CH3:14])=[CH:12][CH:11]=[CH:10][C:5]=1[C:6]([O:8][CH3:9])=[O:7])([O-])=O.[CH2:15]([SH:22])[C:16]1[CH:21]=[CH:20][CH:19]=[CH:18][CH:17]=1.CC(C)([O-])C.[K+]>CN(C)C=O>[CH2:15]([S:22][C:4]1[C:13]([CH3:14])=[CH:12][CH:11]=[CH:10][C:5]=1[C:6]([O:8][CH3:9])=[O:7])[C:16]1[CH:21]=[CH:20][CH:19]=[CH:18][CH:17]=1 |f:2.3|. Procedure: In a 5 1 pot was charged 483 g of methyl 2-nitro-3-methylbenzoate, 319 g benzyl mercaptan and 100 mL dimethyl formamide. Upon cooling to 0° C., a solution of 321 g potassium tert-butoxide in 1500 mL dimethyl formamide was added dropwise over 2.5 hours at 0°-5° C. The reaction mixture was stirred at 0° C. for 1.5 hours and then at room temperature overnight. The reaction was quenched by addition of 1 1 water and worked up by extraction with 2 1 methylene chloride. Upon washing with water (3×1 1),... The reactants are OCC1OC(C(C(C1O)O)O)OC1=C(SC=C1)C=CC1=CC=C(C=C1)OC (2-hydroxymethyl-6-{2-[2-(4-methoxy-phenyl)-vinyl]-thiophen-3-yloxy}-tetrahydro-pyran-3,4,5-triol), CO (methanol). The reagents and catalysts are [Pd] (palladium on activated carbon). Reaction conditions: time 18 hour. Product: COC1=C(SC=C1)C=O (3-Methoxy-thiophene-2-carbaldehyde). Reaction SMILES: OCC1C(O)C(O)C(O)[CH:5]([O:12][C:13]2[CH:17]=[CH:16][S:15][C:14]=2[CH:18]=CC2C=CC(OC)=CC=2)O1.C[OH:29]>[Pd]>[CH3:5][O:12][C:13]1[CH:17]=[CH:16][S:15][C:14]=1[CH:18]=[O:29]. Reported procedure: 50 mg of 2-hydroxymethyl-6-{2-[2-(4-methoxy-phenyl)-vinyl]-thiophen-3-yloxy}-tetrahydro-pyran-3,4,5-triol were dissolved in 10 ml of methanol. 20 mg of palladium on activated carbon were added and the solution was stirred under a hydrogen atmosphere for 18 h. The catalyst was filtered off and washed with 60 ml of methanol, and the organic phase was concentrated. The residue was chromatographed on silica gel (ethyl acetate). 18 mg of the product with the molecular weight of 396.46 (C19H24O7S); MS... Reactants: S(=O)(=O)(Cl)Cl (Sulfuryl dichloride), CN1CCNCC1 (N-methylpiperazine). The solvent is C(C)#N (acetonitrile). Yields the product Cl.CN1CCN(CC1)S(=O)(=O)Cl (4-methylpiperazine-1-sulfonyl chloride hydrochloride). Reaction SMILES: [S:1]([Cl:5])([Cl:4])(=[O:3])=[O:2].[CH3:6][N:7]1[CH2:12][CH2:11][NH:10][CH2:9][CH2:8]1>C(#N)C>[ClH:4].[CH3:6][N:7]1[CH2:12][CH2:11][N:10]([S:1]([Cl:5])(=[O:3])=[O:2])[CH2:9][CH2:8]1 |f:3.4|. Reported procedure: Sulfuryl dichloride (1.22 ml, 15.0 mmol) was added at room temperature to a solution of N-methylpiperazine (0.555 ml, 5.00 mmol) in acetonitrile (10 ml) and the whole was stirred under reflux for 6 hours. The reaction mixture was concentrated in vacuo and the resulting solid was collected and washed with diethyl ether to give 4-methylpiperazine-1-sulfonyl chloride hydrochloride. The reactants are NC1=CC=C(C=C1)N\C(\C1=CC=CC=C1)=C\1/C(NC2=CC=CC=C12)=O ((Z)-3-[1-(4-aminophenylamino)-1-phenyl-methylidene]-2-indolinone), N#CN (cyanamide). Run in O1CCOCC1.Cl (dioxane hydrogen chloride). The product is N(C(=N)N)C1=CC=C(C=C1)N\C(\C1=CC=CC=C1)=C\1/C(NC2=CC=CC=C12)=O ((Z)-3-[1-(4-guanidinophenylamino)-1-phenyl-methylidene]-2-in-dolinone). Reaction SMILES: [NH2:1][C:2]1[CH:7]=[CH:6][C:5]([NH:8]/[C:9](=[C:16]2\[C:17](=[O:25])[NH:18][C:19]3[C:24]\2=[CH:23][CH:22]=[CH:21][CH:20]=3)/[C:10]2[CH:15]=[CH:14][CH:13]=[CH:12][CH:11]=2)=[CH:4][CH:3]=1.[N:26]#[C:27][NH2:28]>O1CCOCC1.Cl>[NH:1]([C:2]1[CH:7]=[CH:6][C:5]([NH:8]/[C:9](=[C:16]2\[C:17](=[O:25])[NH:18][C:19]3[C:24]\2=[CH:23][CH:22]=[CH:21][CH:20]=3)/[C:10]2[CH:15]=[CH:14][CH:13]=[CH:12][CH:11]=2)=[CH:4][CH:3]=1)[C:27]([NH2:28])=[NH:26] |f:2.3|. Procedure: Prepared analogously to Example 71 from (Z)-3-[1-(4-aminophenylamino)-1-phenyl-methylidene]-2-indolinone and cyanamide in dioxane/hydrogen chloride. The reactants are C([O-])(O)=O.[Na+] (sodium bicarbonate), ClS(=O)(=O)O (chlorosulfonic acid), NC1=NC=CC=C1 (2-aminopyridine), S(=O)(Cl)Cl (Thionyl chloride). Reaction conditions: temperature 150 celsius, time 7 hour. The product is NC1=CC=C(C=N1)S(=O)(=O)Cl (6-Amino-3-pyridinesulfonyl Chloride). Isolated yield 32.2%. RXN SMILES: [Cl:1][S:2]([OH:5])(=O)=[O:3].[NH2:6][C:7]1[CH:12]=[CH:11][CH:10]=[CH:9][N:8]=1.S(Cl)(Cl)=O.C(=O)(O)[O-].[Na+]>>[NH2:6][C:7]1[N:8]=[CH:9][C:10]([S:2]([Cl:1])(=[O:5])=[O:3])=[CH:11][CH:12]=1 |f:3.4|. Reported procedure: To 123.8 g (1.06 mol) of chlorosulfonic acid was added 10.00 g (0.106 mol) of 2-aminopyridine by portions under ice-cooling. Thionyl chloride (50.56 g, 0.425 mol) was added thereto, followed by heating under reflux for 2.5 hours and further stirring at 150° C. for 7 hours. The reaction solution was poured onto ice water, neutralized by adding sodium bicarbonate thereto and extracted with ethyl acetate. The organic layer was washed with a saturated sodium bicarbonate solution, water and brine suc... The reactants are FC(C1=NN=C2N1N=C(C=C2)N2CCC(CC2)C2=CNC1=CC=C(C=C21)C(=O)OC)(F)F (Methyl 3-[1-[3-(trifluoromethyl)-[1,2,4]triazolo[4,3-b]pyridazin-6-yl]piperidin-4-yl]-1H-indole-5-carboxylate), [OH-].[Na+] (NaOH). The solvent is CO (methanol). Product: FC(C1=NN=C2N1N=C(C=C2)N2CCC(CC2)C2=CNC1=CC=C(C=C21)C(=O)O)(F)F (3-[1-[3-(trifluoromethyl)[1,2,4]triazolo[4,3-b]pyridazin-6-yl]piperidin-4-yl]-1H-indole-5-carboxylic acid). The yield is 89.1%. Reaction SMILES: [F:1][C:2]([F:32])([F:31])[C:3]1[N:7]2[N:8]=[C:9]([N:12]3[CH2:17][CH2:16][CH:15]([C:18]4[C:26]5[C:21](=[CH:22][CH:23]=[C:24]([C:27]([O:29]C)=[O:28])[CH:25]=5)[NH:20][CH:19]=4)[CH2:14][CH2:13]3)[CH:10]=[CH:11][C:6]2=[N:5][N:4]=1.[OH-].[Na+]>CO>[F:32][C:2]([F:1])([F:31])[C:3]1[N:7]2[N:8]=[C:9]([N:12]3[CH2:17][CH2:16][CH:15]([C:18]4[C:26]5[C:21](=[CH:22][CH:23]=[C:24]([C:27]([OH:29])=[O:28])[CH:25]=5)[NH:20][CH:19]=4)[CH2:14][CH2:13]3)[CH:10]=[CH:11][C:6]2=[N:5][N:4]=1 |f:1.2|. Reported procedure: Methyl 3-[1-[3-(trifluoromethyl)-[1,2,4]triazolo[4,3-b]pyridazin-6-yl]piperidin-4-yl]-1H-indole-5-carboxylate (3.28 g, 7.38 mmol) and 2M NaOH (10 mL, 7.38 mmol) in methanol (80 mL) were heated under reflux for 40 hours. The resulting solution was concentrated by evaporation, then acidified to pH 2-3 with 2M hydrochloric acid to give a colourless precipitate. The precipitate was collected by filtration, washed sequentially with water, acetonitrile and ether and dried under vacuum to afford 3-[1-[... The reactants are C(C)(C)(C)NC(C1=C(N=C(C=C1)C(F)(F)F)C[C@@H]([C@@H](CC1=C(C=CC(=C1)F)F)N(CC1=CC=CC=C1)CC1=CC=CC=C1)O)=O (N-tert-Butyl-2-[(2S,3R)-3-dibenzylamino-4-(2,5-difluoro-phenyl)-2-hydroxy-butyl]-6-trifluoromethyl-nicotinamide), [NH4+].C(=O)[O-] (Formic Acid, Ammonium Salt). The reagents and catalysts are [Pd] (Pd/C). Solvent: CO (MeOH), O (water). Conditions: temperature 40 celsius. Product: N[C@@H]([C@H](CC1=C(C(=O)NC(C)(C)C)C=CC(=N1)C(F)(F)F)O)CC1=C(C=CC(=C1)F)F (2-[(2S,3R)-3-Amino-4-(2,5-difluoro-phenyl)-2-hydroxy-butyl]-N-tert-butyl-6-trifluoromethyl-nicotinamide). As a reaction SMILES: [C:1]([NH:5][C:6](=[O:45])[C:7]1[CH:12]=[CH:11][C:10]([C:13]([F:16])([F:15])[F:14])=[N:9][C:8]=1[CH2:17][C@H:18]([OH:44])[C@H:19]([N:29](CC1C=CC=CC=1)CC1C=CC=CC=1)[CH2:20][C:21]1[CH:26]=[C:25]([F:27])[CH:24]=[CH:23][C:22]=1[F:28])([CH3:4])([CH3:3])[CH3:2].[NH4+].C([O-])=O>CO.O.[Pd]>[NH2:29][C@H:19]([CH2:20][C:21]1[CH:26]=[C:25]([F:27])[CH:24]=[CH:23][C:22]=1[F:28])[C@@H:18]([OH:44])[CH2:17][C:8]1[N:9]=[C:10]([C:13]([F:16])([F:14])[F:15])[CH:11]=[CH:12][C:7]=1[C:6]([NH:5][C:1]([CH3:2])([CH3:4])[CH3:3])=[O:45] |f:1.2|. Reported procedure: To 10% Pd/C (0.94 g, 0.44 mmoles) in MeOH (40 mL) is added N-tert-Butyl-2-[(2S,3R)-3-dibenzylamino-4-(2,5-difluoro-phenyl)-2-hydroxy-butyl]-6-trifluoromethyl-nicotinamide (5.89 g, 9.42 mmoles) rinsed in with 19 mL of MeOH. To the reaction is added a solution of Formic Acid, Ammonium Salt (2.35 g, 37.4 mmol) in water 6.0 mL and heated to 40° C. for 20 minutes. The reaction is allowed to cool, the catalyst filtered, washed with MeOH and the organics concentrated under reduced pressure. The concent... Yield: 65.4%. Reactants: COC(=O)C1=C(N=C(O1)C1=CC2=CC=CC=C2C(=C1)C#N)C (2-(4-cyanonaphthalene-2-yl)-4-methyloxazole-5-carboxylic acid methyl ester), O.[OH-].[Li+] (lithium hydroxide monohydrate). Reaction conditions: time 30 minute. Run in O1CCCC1 (tetrahydrofuran), C(C)O (ethanol), O (water), O (water). Reported procedure: To a mixed solution of 2-(4-cyanonaphthalene-2-yl)-4-methyloxazole-5-carboxylic acid methyl ester (0.045 g) in tetrahydrofuran (1.5 mL), ethanol (0.8 mL) and water (0.8 mL) was added lithium hydroxide monohydrate (0.02 g), and the mixture was stirred for 30 minutes. To the reaction solution was added water, and the resulting mixture was washed with diethyl ether. To the aqueous layer was added 1 mol/L hydrochloric acid (0.5 mL). The precipitated solid was collected by filtration, and dried under... Yields the product C(#N)C1=CC(=CC2=CC=CC=C12)C=1OC(=C(N1)C)C(=O)O (2-(4-Cyanonaphthalene-2-yl)-4-methyloxazole-5-carboxylic acid). As a reaction SMILES: C[O:2][C:3]([C:5]1[O:9][C:8]([C:10]2[CH:19]=[C:18]([C:20]#[N:21])[C:17]3[C:12](=[CH:13][CH:14]=[CH:15][CH:16]=3)[CH:11]=2)=[N:7][C:6]=1[CH3:22])=[O:4].O.[OH-].[Li+]>O1CCCC1.C(O)C.O>[C:20]([C:18]1[C:17]2[C:12](=[CH:13][CH:14]=[CH:15][CH:16]=2)[CH:11]=[C:10]([C:8]2[O:9][C:5]([C:3]([OH:4])=[O:2])=[C:6]([CH3:22])[N:7]=2)[CH:19]=1)#[N:21] |f:1.2.3|. Solvent: CS(=O)C (DMSO), CS(=O)C (DMSO). The reactants are O (water), ClC(CCC#CCOC1OCCCC1)CC (2-(6-Chloro-2-octynyloxy)tetrahydropyran), [C-]#N.[Na+] (NaCN). Reported procedure: A solution of chloride 35 (20.0 g, 92.3 mmol) in dry DMSO (75 mL) was added to a solution of NaCN (6.0 g, 122.0 mmol) in dry DMSO (100 mL). The reaction mixture was stirred at 50°-60° C. for 65 h. The dark brown mixture was cooled, poured into water (200 mL), and extracted with five 100-mL portions of CH2Cl2. The combined organic extracts were washed with water (3×150 mL), dried over Na2SO4, and concentrated by rotary evaporation. The black oil was dissolved in Et2O (200 mL) and filtered through... Reaction conditions: time 65 hour. The yield is 65.8%. Product: C(#N)C(CCC#CCOC1OCCCC1)CC (2-(6-Cyano-2-octynyloxy)tetrahydropyran). RXN SMILES: Cl[CH:2]([CH2:15][CH3:16])[CH2:3][CH2:4][C:5]#[C:6][CH2:7][O:8][CH:9]1[CH2:14][CH2:13][CH2:12][CH2:11][O:10]1.[C-:17]#[N:18].[Na+].O>CS(C)=O>[C:17]([CH:2]([CH2:15][CH3:16])[CH2:3][CH2:4][C:5]#[C:6][CH2:7][O:8][CH:9]1[CH2:14][CH2:13][CH2:12][CH2:11][O:10]1)#[N:18] |f:1.2|.